This data is from the Open Reaction Database (ORD), a public repository of structured organic reaction records. The task is: describe an organic reaction: reactants, conditions, products, and yield Reactants: COC(CN=C=O)OC, CC#N, O=C(c1ccc(Cl)cc1)c1ccc(Cc2c(Cl)cc(NN=Cc3ccccc3)cc2Cl)cc1. Reaction SMILES: [CH3:34][O:35][CH:36]([CH2:37][N:38]=[C:39]=[O:40])[O:41][CH3:42].[CH3:43][C:44]#[N:45].[CH:1]([c:2]1[cH:3][cH:4][cH:5][cH:6][cH:7]1)=[N:8][NH:9][c:10]1[cH:11][c:12]([Cl:33])[c:13]([CH2:17][c:18]2[cH:19][cH:20][c:21]([C:24]([c:25]3[cH:26][cH:27][c:28]([Cl:31])[cH:29][cH:30]3)=[O:32])[cH:22][cH:23]2)[c:14]([Cl:16])[cH:15]1>>[CH:1]([c:2]1[cH:3][cH:4][cH:5][cH:6][cH:7]1)=[N:8][N:9]([c:10]1[cH:11][c:12]([Cl:33])[c:13]([CH2:17][c:18]2[cH:19][cH:20][c:21]([C:24]([c:25]3[cH:26][cH:27][c:28]([Cl:31])[cH:29][cH:30]3)=[O:32])[cH:22][cH:23]2)[c:14]([Cl:16])[cH:15]1)[C:39]([NH:38][CH2:37][CH:36]([O:35][CH3:34])[O:41][CH3:42])=[O:40]. The product is COC(CNC(=O)N(N=Cc1ccccc1)c1cc(Cl)c(Cc2ccc(C(=O)c3ccc(Cl)cc3)cc2)c(Cl)c1)OC. Reactants: CO (methanol), C(#C)C=1C=C(C=CC1)C1=C(C=CC(=C1)S(=O)(=O)[O-])C (3-ethynylphenyl(p-toluenesulfonate)), [OH-].[K+] (potassium hydroxide), BrC1=CC=C(C2=CC=CC=C12)C(=O)OC(=O)C1=CC=C(C2=CC=CC=C12)Br (4-bromonaphthalic anhydride). Solvent: C(C)OCC (diethylether), CS(=O)C (DMSO), CS(=O)C (dimethylsulfoxide), C(Cl)Cl (methylene chloride). Reaction conditions: temperature 100 celsius. Yields the product C(#C)C=1C=C(OC2=CC=C(C3=CC=CC=C23)C(=O)OC(=O)C2=CC=C(C3=CC=CC=C23)OC2=CC(=CC=C2)C#C)C=CC1 (4-(3-ethynylphenoxy)naphthalic anhydride). Yield: 50.0%. Reaction SMILES: [CH3:1][OH:2].C(C1C=[C:7]([C:11]2[CH:16]=[C:15](S([O-])(=O)=O)[CH:14]=[CH:13][C:12]=2C)[CH:8]=CC=1)#C.[OH-:22].[K+].Br[C:25]1[C:34]2[C:29](=[CH:30][CH:31]=[CH:32][CH:33]=2)[C:28]([C:35]([O:37][C:38]([C:40]2[C:49]3[C:44](=[CH:45][CH:46]=[CH:47][CH:48]=3)[C:43](Br)=[CH:42][CH:41]=2)=[O:39])=[O:36])=[CH:27][CH:26]=1>CS(C)=O.C(Cl)Cl.C(OCC)C>[C:7]([C:11]1[CH:16]=[C:1]([CH:14]=[CH:13][CH:12]=1)[O:2][C:25]1[C:34]2[C:29](=[CH:30][CH:31]=[CH:32][CH:33]=2)[C:28]([C:35]([O:37][C:38]([C:40]2[C:49]3[C:44](=[CH:45][CH:46]=[CH:47][CH:48]=3)[C:43]([O:22][C:15]3[CH:14]=[CH:13][CH:12]=[C:11]([C:7]#[CH:8])[CH:16]=3)=[CH:42][CH:41]=2)=[O:39])=[O:36])=[CH:27][CH:26]=1)#[CH:8] |f:2.3|. Procedure details: To 100 ml of anhydrous methanol was added 20 g (0.073 mole) of 3-ethynylphenyl(p-toluenesulfonate) and 8.19 g (0.146 mole) of potassium hydroxide. The mixture was heated to reflux, under a nitrogen atmosphere and maintained at reflux for four hours. The methanol solvent was removed in vacuo at 40° C. by means of a rotary evaporator, leaving a dry, white powder. The white powder was dissolved in 100 ml of dimethylsulfoxide (DMSO) and added dropwise to a DMSO solution containing 13.8 g (0.05 mole)... Reactants: COCN(c1cc(Cl)cnc1C(=O)c1ccccc1C(=O)O)S(=O)(=O)c1ccc(Cl)c(C(F)(F)F)c1, Cl, C1COCCO1, O. Yields the product O=C(O)c1ccccc1C(=O)c1ncc(Cl)cc1NS(=O)(=O)c1ccc(Cl)c(C(F)(F)F)c1. As a reaction SMILES: [Cl:1][c:2]1[cH:3][c:4]([N:19]([CH2:20][O:21][CH3:22])[S:23](=[O:24])(=[O:25])[c:26]2[cH:27][c:28]([C:33]([F:34])([F:35])[F:36])[c:29]([Cl:32])[cH:30][cH:31]2)[c:5]([C:8](=[O:9])[c:10]2[c:11]([C:12](=[O:13])[OH:14])[cH:15][cH:16][cH:17][cH:18]2)[n:6][cH:7]1.[ClH:38].[O:39]1[CH2:40][CH2:41][O:42][CH2:43][CH2:44]1.[OH2:37]>>[Cl:1][c:2]1[cH:3][c:4]([NH:19][S:23](=[O:24])(=[O:25])[c:26]2[cH:27][c:28]([C:33]([F:34])([F:35])[F:36])[c:29]([Cl:32])[cH:30][cH:31]2)[c:5]([C:8](=[O:9])[c:10]2[c:11]([C:12](=[O:13])[OH:14])[cH:15][cH:16][cH:17][cH:18]2)[n:6][cH:7]1. The reactants are ClC1=NC=C(C(=O)OCC)C(=C1)NC1CCC1 (Ethyl 6-chloro-4-(cyclobutylamino)nicotinate), NC1=CC2=C(N=CS2)C=C1 (6-amino benzothiazole), CC1(C2=C(C(=CC=C2)P(C3=CC=CC=C3)C4=CC=CC=C4)OC5=C(C=CC=C51)P(C6=CC=CC=C6)C7=CC=CC=C7)C (xanthphos), C(=O)([O-])[O-].[Na+].[Na+] (Na2CO3). Reagents/catalysts: C=1C=CC(=CC1)/C=C/C(=O)/C=C/C2=CC=CC=C2.C=1C=CC(=CC1)/C=C/C(=O)/C=C/C2=CC=CC=C2.C=1C=CC(=CC1)/C=C/C(=O)/C=C/C2=CC=CC=C2.[Pd].[Pd] (Pd2(dba)3). Run in O1CCOCC1 (dioxane), O (H2O). Reaction conditions: temperature 115 celsius. Product: S1C=NC2=C1C=C(C=C2)NC2=NC=C(C(=O)OCC)C(=C2)NC(C)C (ethyl 6-(benzo[d]thiazol-6-ylamino)-4-(isopropylamino)nicotinate). As a reaction SMILES: Cl[C:2]1[CH:12]=[C:11]([NH:13][CH:14]2[CH2:17]C[CH2:15]2)[C:5]([C:6]([O:8][CH2:9][CH3:10])=[O:7])=[CH:4][N:3]=1.[NH2:18][C:19]1[CH:27]=[CH:26][C:22]2[N:23]=[CH:24][S:25][C:21]=2[CH:20]=1.CC1(C)C2C(=C(P(C3C=CC=CC=3)C3C=CC=CC=3)C=CC=2)OC2C(P(C3C=CC=CC=3)C3C=CC=CC=3)=CC=CC1=2.C([O-])([O-])=O.[Na+].[Na+]>O1CCOCC1.C1C=CC(/C=C/C(/C=C/C2C=CC=CC=2)=O)=CC=1.C1C=CC(/C=C/C(/C=C/C2C=CC=CC=2)=O)=CC=1.C1C=CC(/C=C/C(/C=C/C2C=CC=CC=2)=O)=CC=1.[Pd].[Pd].O>[S:25]1[C:21]2[CH:20]=[C:19]([NH:18][C:2]3[CH:12]=[C:11]([NH:13][CH:14]([CH3:15])[CH3:17])[C:5]([C:6]([O:8][CH2:9][CH3:10])=[O:7])=[CH:4][N:3]=3)[CH:27]=[CH:26][C:22]=2[N:23]=[CH:24]1 |f:3.4.5,7.8.9.10.11|. Procedure: To a solution of ethyl 6-chloro-4-(isopropylamino)nicotinate (2) (5 g, 20.66 mmol) in dioxane (30 mL): H2O (5 mL), 6-amino benzothiazole (20.66 mmol, 1 equiv.), xanthphos (8.2 mmol, 0.4 equiv.) and Na2CO3 (82.6 mmol, 4 equiv.) were added and degassed for 10 min. To the reaction mixture Pd2(dba)3 (8.2 mmol, 0.4 equiv.) was added and degassed again for 10 min. It was then heated at 115° C., overnight. The reaction was cooled and filtered through small pad of celite. The filtrate obtained was conce... The reactants are ClC1=NC=2N(C(=C1C1=CC=CC=C1)C)C=CN2 (7-chloro-5-methyl-6-phenylimidazo[1,2-a]pyrimidine), C(=O)C1=CC=C(C=C1)B(O)O (4-formylphenylboronic acid), C([O-])([O-])=O.[Na+].[Na+] (sodium carbonate). Reagents/catalysts: C1=CC=C(C=C1)P([C-]2C=CC=C2)C3=CC=CC=C3.C1=CC=C(C=C1)P([C-]2C=CC=C2)C3=CC=CC=C3.Cl[Pd]Cl.[Fe+2] (dichloro[1,1′-bis(diphenylphosphino)ferrocene]palladium). The solvent is O (water), ClCCl (dichloromethane), COCCOC (1,2-dimethoxyethane). Run at temperature 120 celsius. Yields the product CC1=C(C(=NC=2N1C=CN2)C2=CC=C(C=O)C=C2)C2=CC=CC=C2 (4-(5-methyl-6-phenylimidazo[1,2-a]pyrimidin-7-yl)benzaldehyde). RXN SMILES: Cl[C:2]1[C:7]([C:8]2[CH:13]=[CH:12][CH:11]=[CH:10][CH:9]=2)=[C:6]([CH3:14])[N:5]2[CH:15]=[CH:16][N:17]=[C:4]2[N:3]=1.[CH:18]([C:20]1[CH:25]=[CH:24][C:23](B(O)O)=[CH:22][CH:21]=1)=[O:19].C(=O)([O-])[O-].[Na+].[Na+]>COCCOC.O.ClCCl.C1C=CC(P(C2C=CC=CC=2)[C-]2C=CC=C2)=CC=1.C1C=CC(P(C2C=CC=CC=2)[C-]2C=CC=C2)=CC=1.Cl[Pd]Cl.[Fe+2]>[CH3:14][C:6]1[N:5]2[CH:15]=[CH:16][N:17]=[C:4]2[N:3]=[C:2]([C:23]2[CH:24]=[CH:25][C:20]([CH:18]=[O:19])=[CH:21][CH:22]=2)[C:7]=1[C:8]1[CH:13]=[CH:12][CH:11]=[CH:10][CH:9]=1 |f:2.3.4,8.9.10.11|. Reported procedure: To a mixture of 220 mg of the product obtained in step 2 and 131 mg 4-formylphenylboronic acid in 10 ml 1,2-dimethoxyethane are added 25 mg dichloro[1,1′-bis(diphenylphosphino)ferrocene]palladium (II) dichloromethane adduct and 7 ml of a 10% w/w sodium carbonate solution and the resulting mixture is heated to 120° C. by micro wave irradiation under an inert gas atmosphere for 1 h. The work up is performed by diluting the reaction mixture with water and dichloromethane, separating the phases and ... The reactants are C(C)(C)(C)OC(C1=CC(=CC=C1)C=1C=C2C(=NC1)N(C=C2C2=C(C=CC=C2)OC)S(=O)(=O)C2=CC=C(C=C2)C)=O (3-[3-(2-methoxy-phenyl)-1-(toluene-4-sulfonyl)-1H-pyrrolo[2,3-b]pyridine-5-yl]-benzoic acid tert-butyl ester), CO.CC(=O)C (MeOH acetone), [OH-].[K+] (KOH). The solvent is C(C)(=O)O (acetic acid). Run at time 20 hour. Yields the product C(C)(C)(C)OC(C1=CC(=CC=C1)C=1C=C2C(=NC1)NC=C2C2=C(C=CC=C2)OC)=O (3-[3-(2-methoxy-phenyl)-1H-pyrrolo[2,3-b]pyridine-5-yl]-benzoic acid tert-butyl ester). Reaction SMILES: [C:1]([O:5][C:6](=[O:40])[C:7]1[CH:12]=[CH:11][CH:10]=[C:9]([C:13]2[CH:14]=[C:15]3[C:21]([C:22]4[CH:27]=[CH:26][CH:25]=[CH:24][C:23]=4[O:28][CH3:29])=[CH:20][N:19](S(C4C=CC(C)=CC=4)(=O)=O)[C:16]3=[N:17][CH:18]=2)[CH:8]=1)([CH3:4])([CH3:3])[CH3:2].CO.CC(C)=O.[OH-].[K+]>C(O)(=O)C>[C:1]([O:5][C:6](=[O:40])[C:7]1[CH:12]=[CH:11][CH:10]=[C:9]([C:13]2[CH:14]=[C:15]3[C:21]([C:22]4[CH:27]=[CH:26][CH:25]=[CH:24][C:23]=4[O:28][CH3:29])=[CH:20][NH:19][C:16]3=[N:17][CH:18]=2)[CH:8]=1)([CH3:4])([CH3:3])[CH3:2] |f:1.2,3.4|. Reported procedure: To 3-[3-(2-methoxy-phenyl)-1-(toluene-4-sulfonyl)-1H-pyrrolo[2,3-b]pyridine-5-yl]-benzoic acid tert-butyl ester (1.07 g, 1.82 mmol) in a 1:1 MeOH/acetone solution (40 mL total) was added 4 mL of a 50% KOH (aq) solution. The reaction mixture was stirred for 20 hours at ambient temperature. Glacial acetic acid was added dropwise until the solution had a pH=6. The product was extracted into ethyl acetate and dried over Na2SO4. The material was adsorbed onto silica gel and purified by flash chromato... Reactants: CC(=O)NCC=C1CCc2ccc3nc(C)oc3c21, Cc1ccccc1, [Na+], O=C([O-])O, O=S(=O)(O)O. Product: CC(=O)NCCC1=CCc2ccc3nc(C)oc3c21. Reaction SMILES: [CH3:1][c:2]1[o:3][c:4]2[c:5]([n:6]1)[cH:7][cH:8][c:9]1[c:13]2[C:12](=[CH:14][CH2:15][NH:16][C:17]([CH3:18])=[O:19])[CH2:11][CH2:10]1.[CH3:30][c:31]1[cH:32][cH:33][cH:34][cH:35][cH:36]1.[Na+:25].[OH:26][C:27](=[O:28])[O-:29].[S:20](=[O:21])(=[O:22])([OH:23])[OH:24]>>[CH3:1][c:2]1[o:3][c:4]2[c:5]([n:6]1)[cH:7][cH:8][c:9]1[c:13]2[C:12]([CH2:14][CH2:15][NH:16][C:17]([CH3:18])=[O:19])=[CH:11][CH2:10]1. The reactants are OC(C(CC)NC(C(CC(=O)N1CCOCC1)CS(=O)(=O)CC1=CC=CC=C1)=O)C=1OC(=NN1)C1=CC=CC=C1 (N-{1-[Hydroxy-(5-phenyl-[1,3,4]oxadiazol-2-yl)-methyl]-propyl}-4-morpholin-4-yl-4-oxo-2-benzylsulfonylmethyl-butyramide), CC(=O)OI1(C=2C=CC=CC2C(=O)O1)(OC(=O)C)OC(=O)C (Dess-Martin periodinane), [O-]S(=O)(=S)[O-].[Na+].[Na+].C(=O)(O)[O-].[Na+] (Na2S2O3 NaHCO3). Run at time 1 hour. Product: N1(CCOCC1)C(CC(C(=O)NC(CC)C(=O)C=1OC(=NN1)C1=CC=CC=C1)CS(=O)(=O)CC1=CC=CC=C1)=O (4-morpholin-4-yl-4-oxo-2-benzylsulfonylmethyl-N-[1-(5-phenyl-[1,3,4]oxadiazole-2-carbonyl)-propyl]-butyramide). As a reaction SMILES: [OH:1][CH:2]([C:30]1[O:31][C:32]([C:35]2[CH:40]=[CH:39][CH:38]=[CH:37][CH:36]=2)=[N:33][N:34]=1)[CH:3]([NH:6][C:7](=[O:29])[CH:8]([CH2:18][S:19]([CH2:22][C:23]1[CH:28]=[CH:27][CH:26]=[CH:25][CH:24]=1)(=[O:21])=[O:20])[CH2:9][C:10]([N:12]1[CH2:17][CH2:16][O:15][CH2:14][CH2:13]1)=[O:11])[CH2:4][CH3:5].CC(OI1(OC(C)=O)(OC(C)=O)OC(=O)C2C=CC=CC1=2)=O.[O-]S([O-])(=S)=O.[Na+].[Na+].C([O-])(O)=O.[Na+]>>[N:12]1([C:10](=[O:11])[CH2:9][CH:8]([CH2:18][S:19]([CH2:22][C:23]2[CH:24]=[CH:25][CH:26]=[CH:27][CH:28]=2)(=[O:20])=[O:21])[C:7]([NH:6][CH:3]([C:2]([C:30]2[O:31][C:32]([C:35]3[CH:36]=[CH:37][CH:38]=[CH:39][CH:40]=3)=[N:33][N:34]=2)=[O:1])[CH2:4][CH3:5])=[O:29])[CH2:17][CH2:16][O:15][CH2:14][CH2:13]1 |f:2.3.4.5.6|. Procedure details: This amide was treated with Dess-Martin periodinane (371 mg, 0.75 mmol) at room temperature. After stirring for 1 hour, 5 mls of saturated Na2S2O3—NaHCO3 were added. After a further 0.5 hours, the reaction mixture was extracted with ethyl acetate, washed with brine, dried with MgSO4 and concentrated. The residue was purified with silica gel column chromatography to yield 224 mg of 4-morpholin-4-yl-4-oxo-2-benzylsulfonylmethyl-N-[1-(5-phenyl-[1,3,4]oxadiazole-2-carbonyl)-propyl]-butyramide; H1 NM...